This data is from the Open Reaction Database (ORD), a public repository of structured organic reaction records. The task is: describe an organic reaction: reactants, conditions, products, and yield Reactants: O=C(O)c1cccc(S(=O)(=O)Cl)c1, O=[N+]([O-])c1cccc(S(=O)(=O)CCO)c1, O. The product is O=C(OCCS(=O)(=O)c1cccc([N+](=O)[O-])c1)c1cccc(S(=O)(=O)Cl)c1. RXN SMILES: [Cl:1][S:2](=[O:3])(=[O:4])[c:5]1[cH:6][c:7]([C:8](=[O:9])[OH:10])[cH:11][cH:12][cH:13]1.[N+:14](=[O:15])([O-:16])[c:17]1[cH:18][c:19]([S:23](=[O:24])(=[O:25])[CH2:26][CH2:27][OH:28])[cH:20][cH:21][cH:22]1.[OH2:29]>>[Cl:1][S:2](=[O:3])(=[O:4])[c:5]1[cH:6][c:7]([C:8]([O:9][CH2:27][CH2:26][S:23]([c:19]2[cH:18][c:17]([N+:14](=[O:15])[O-:16])[cH:22][cH:21][cH:20]2)(=[O:24])=[O:25])=[O:10])[cH:11][cH:12][cH:13]1. The reactants are ClCC(CC(=O)OCC)=O (ethyl 4-chloro-3-oxobutyrate), [H][H] (hydrogen), C(C)O (ethyl alcohol). Reaction conditions: temperature 116 celsius, time 1 hour. The product is ClCC[C@H](C(=O)OCC)O (Ethyl (+) (R)-4-chloro-hydroxybutyrate). The yield is 94.0%. Reaction SMILES: [Cl:1][CH2:2][C:3](=O)[CH2:4][C:5]([O:7][CH2:8][CH3:9])=[O:6].[H][H].C([OH:15])C>>[Cl:1][CH2:2][CH2:3][C@@H:4]([OH:15])[C:5]([O:7][CH2:8][CH3:9])=[O:6]. Procedure: 14 Kg of ethyl 4-chloro-3-oxobutyrate (titre 88%) and 6.2 g of {[Ru (p-cymene) I (+) TMBTP] I}, are placed under argon in a 200-liter reactor, in 143 l of ethyl alcohol. The mixture is heated at 116° C. and pressurized with hydrogen at 5-6 bar. Temperature rises up to 124° C. and the reaction goes to completion within about 1 hour. The mixture is cooled, concentrated at reduced pressure, and the residue, analyzed with gaschromatography, has a 81% titre of ethyl (+) (R)-4-chloro-3-hydroxybutyrate... Starting materials: crystals, 7a, CN(C)C1=CC=CC2=C1C(=CC=C2)N(C)C (PROTON SPONGE), 7a, aryl, C(C)O (ethanol), Br (HBr), 19F, crystals, 7a, 7a. As a reaction SMILES: [BrH:1].CN([C:5]1[C:10]2[C:11](N(C)C)=[CH:12][CH:13]=[CH:14][C:9]=2[CH:8]=[CH:7][CH:6]=1)C.[CH2:18](O)[CH3:19]>>[Br:1][C@@H:18]([C:6]1[CH:7]=[CH:8][C:9]2[C:10](=[CH:11][CH:12]=[CH:13][CH:14]=2)[CH:5]=1)[CH3:19]. Product: Br[C@H](C)C1=CC2=CC=CC=C2C=C1 ((R)-1-Bromo-1-(2-naphthyl)ethane). Procedure details: A 5 mm NMR tube was charged with 4.7 mg (0.010 mmol) of crystals of salt (S)-5. This readily dissolved in CDCl3 to 5 cm depth. NMR spectra (1H and 19F) showed 5 with a low level (7 mole %) of ethanol impurity. This was mixed with 2 mg of crystals of (R)-7a ([α]D≈+23°). Note that excess 5 is necessary to assure complete reaction of 7a, thus avoiding kinetic sorting at the end. NMR (1H and 19F) of this solution showed 5 and 7a in 1:0.82 mole ratio. After 30 min. at 20° C., the spectra showed 30% c... Conditions: time 30 minute.